Dataset: the Open Reaction Database (ORD), a public repository of structured organic reaction records. Task: describe an organic reaction: reactants, conditions, products, and yield Reactants: IC1=CC=C(C=C1)O (4-iodo phenol), C(=O)([O-])[O-].[K+].[K+] (K2CO3), C(#N)C1=CC=C(CBr)C=C1 (4-cyanobenzyl bromide). The solvent is C(C)#N (acetonitrile), O (water). Reaction conditions: temperature 80 celsius, time 6 hour. Yields the product IC1=CC=C(OCC2=CC=C(C#N)C=C2)C=C1 (4-((4-iodophenoxy)methyl)benzonitrile), solid. The yield is 75.0%. RXN SMILES: [I:1][C:2]1[CH:7]=[CH:6][C:5]([OH:8])=[CH:4][CH:3]=1.C([O-])([O-])=O.[K+].[K+].[C:15]([C:17]1[CH:24]=[CH:23][C:20]([CH2:21]Br)=[CH:19][CH:18]=1)#[N:16]>C(#N)C.O>[I:1][C:2]1[CH:7]=[CH:6][C:5]([O:8][CH2:21][C:20]2[CH:23]=[CH:24][C:17]([C:15]#[N:16])=[CH:18][CH:19]=2)=[CH:4][CH:3]=1 |f:1.2.3|. Reported procedure: To a stirred solution of 4-iodo phenol (620 mg, 3.18 mmol) in acetonitrile (6 ml) was added K2CO3 (1.31 g, 9.54 mmol), followed by 4-cyanobenzyl bromide (700 mg, 3.18 mmol) at 20-35° C. and the reaction mixture was stirred at 80° C. for 6 h. The progress of the reaction was monitored by TLC. After 6 h of stirring, the mixture was cooled to 20-35° C., diluted with water (50 ml) and extracted with ethyl acetate (2×50 ml). The combined organic layers were washed with brine (50 ml), followed by dryi... Starting materials: [Ag+], CI, ClCCl, O=S(=O)([O-])C(F)(F)F, O=C1Cc2c(CCO)cccc2N1. The product is COCCc1cccc2c1CC(=O)N2. RXN SMILES: [Ag+:27].[CH3:1][I:2].[Cl:16][CH2:17][Cl:18].[F:19][C:20]([F:21])([F:22])[S:23]([O-:24])(=[O:25])=[O:26].[OH:3][CH2:4][CH2:5][c:6]1[c:7]2[c:11]([cH:12][cH:13][cH:14]1)[NH:10][C:9](=[O:15])[CH2:8]2>>[CH3:1][O:3][CH2:4][CH2:5][c:6]1[c:7]2[c:11]([cH:12][cH:13][cH:14]1)[NH:10][C:9](=[O:15])[CH2:8]2. The reactants are C=O (Paraformaldehyde), C(C)(C)(C)OC(=O)NCCC=1N=C(OC1)\C=C\C1=CC=CC=C1 (4-[2-(tert-butoxycarbonylamino)ethyl]-2-(trans-styryl)oxazole), C(C)(=O)OCC (ethyl acetate), C(O)([O-])=O.[Na+] (sodium hydrogen-carbonate). The reagents and catalysts are C1(=CC=C(C=C1)S(=O)(=O)O)C (p-toluenesulfonic acid). The solvent is C1(=CC=CC=C1)C (toluene). Product: C(C)(C)(C)OC(=O)N1CC2=C(CC1)N=C(O2)\C=C\C2=CC=CC=C2 (5-(tert-Butoxycarbonyl)-2-(trans-styryl)-4,5,6,7-tetrahydrooxazolo[5,4-c]pyridine). As a reaction SMILES: C=O.[C:3]([O:7][C:8]([NH:10][CH2:11][CH2:12][C:13]1[N:14]=[C:15](/[CH:18]=[CH:19]/[C:20]2[CH:25]=[CH:24][CH:23]=[CH:22][CH:21]=2)[O:16][CH:17]=1)=[O:9])([CH3:6])([CH3:5])[CH3:4].[C:26](OCC)(=O)C.C(=O)([O-])O.[Na+]>C1(C)C=CC=CC=1.C1(C)C=CC(S(O)(=O)=O)=CC=1>[C:3]([O:7][C:8]([N:10]1[CH2:11][CH2:12][C:13]2[N:14]=[C:15](/[CH:18]=[CH:19]/[C:20]3[CH:25]=[CH:24][CH:23]=[CH:22][CH:21]=3)[O:16][C:17]=2[CH2:26]1)=[O:9])([CH3:6])([CH3:4])[CH3:5] |f:3.4|. Procedure: Paraformaldehyde (54.5 mg) and p-toluenesulfonic acid (7.2 mg) were added to a solution of 4-[2-(tert-butoxycarbonylamino)ethyl]-2-(trans-styryl)oxazole (190 mg) in toluene (15 ml) at room temperature. After heating under reflux for 1 hour, the reaction mixture was allowed to cool, and ethyl acetate (15 ml) and a saturated aqueous solution (15 ml) of sodium hydrogen-carbonate were added to the reaction mixture to separate an organic layer. After the water layer was extracted with ethyl acetate (... The reactants are FC1=C(C#N)C=C(C=C1)CC=1NC(=C(N1)C=1C=C2C=CC=NC2=CC1)C1=NC(=CC=C1)C (2-Fluoro-5-((5-(6-methylpyridin-2-yl)-4-(quinolin-6-yl)-1H-imidazol-2-yl)methyl)benzonitrile), [H-].[H-].[H-].[H-].[Li+].[Al+3] (LAH). Solvent: C1CCOC1 (THF). Reaction conditions: time 2 hour. Yields the product FC1=C(C=C(C=C1)CC=1NC(=C(N1)C=1C=C2C=CC=NC2=CC1)C1=NC(=CC=C1)C)CN ((2-fluoro-5-((5-(6-methylpyridin-2-yl)-4-(quinolin-6-yl)-1H-imidazol-2-yl)methyl)phenyl)methanamine). Yield: 52.8%. RXN SMILES: [F:1][C:2]1[CH:9]=[CH:8][C:7]([CH2:10][C:11]2[NH:12][C:13]([C:26]3[CH:31]=[CH:30][CH:29]=[C:28]([CH3:32])[N:27]=3)=[C:14]([C:16]3[CH:17]=[C:18]4[C:23](=[CH:24][CH:25]=3)[N:22]=[CH:21][CH:20]=[CH:19]4)[N:15]=2)=[CH:6][C:3]=1[C:4]#[N:5].[H-].[H-].[H-].[H-].[Li+].[Al+3]>C1COCC1>[F:1][C:2]1[CH:9]=[CH:8][C:7]([CH2:10][C:11]2[NH:12][C:13]([C:26]3[CH:31]=[CH:30][CH:29]=[C:28]([CH3:32])[N:27]=3)=[C:14]([C:16]3[CH:17]=[C:18]4[C:23](=[CH:24][CH:25]=3)[N:22]=[CH:21][CH:20]=[CH:19]4)[N:15]=2)=[CH:6][C:3]=1[CH2:4][NH2:5] |f:1.2.3.4.5.6|. Procedure: To a suspension of 2-Fluoro-5-((5-(6-methylpyridin-2-yl)-4-(quinolin-6-yl)-1H-imidazol-2-yl)methyl)benzonitrile (Example 76) (100 mg, 0.238 mmol) in THF (1.5 mL) was added LAH (1M solution in THF, 476 uL, 0.476 mmol) and the mixture was stirred at room temperature for 2 hours. The reaction was quenched by addition of ethyl acetate (1 mL) and H2O (3 drops), and the mixture was stirred for 30 min. The mixture was dried over Na2SO4, filtered through celite, and the filtrate was concentrated under r... Starting materials: C(CCCCCCCC)C=1C=NC(=NC1)C1=CC=C(C(=O)O)C=C1 (4-(5-n-Nonylpyrimidine-2-yl)benzoic acid), S(=O)(Cl)Cl (thionyl chloride). The product is C(CCCCCCCC)C=1C=NC(=NC1)C1=CC=C(C(=O)Cl)C=C1 (4-(5-n-nonylpyrimidine-2-yl)benzoic acid chloride). Reaction SMILES: [CH2:1]([C:10]1[CH:11]=[N:12][C:13]([C:16]2[CH:24]=[CH:23][C:19]([C:20](O)=[O:21])=[CH:18][CH:17]=2)=[N:14][CH:15]=1)[CH2:2][CH2:3][CH2:4][CH2:5][CH2:6][CH2:7][CH2:8][CH3:9].S(Cl)([Cl:27])=O>>[CH2:1]([C:10]1[CH:11]=[N:12][C:13]([C:16]2[CH:24]=[CH:23][C:19]([C:20]([Cl:27])=[O:21])=[CH:18][CH:17]=2)=[N:14][CH:15]=1)[CH2:2][CH2:3][CH2:4][CH2:5][CH2:6][CH2:7][CH2:8][CH3:9]. Procedure details: 4-(5-n-Nonylpyrimidine-2-yl)benzoic acid (1.63 g) was heated together with excess thionyl chloride for 8 hours under reflux and thereafter, unaltered thionyl chloride was distilled off to obtain 4-(5-n-nonylpyrimidine-2-yl)benzoic acid chloride. The reactants are CN1N=CC=C1B1OC(C(O1)(C)C)(C)C (1-methyl-5-(4,4,5,5-tetramethyl-1,3,2-dioxaborolan-2-yl)-1H-pyrazole), IC1=CC=C(C=C1)C(F)(F)F (4-iodobenzotrifluoride), C([O-])([O-])=O.[K+].[K+] (potassium carbonate), C(C)O (ethanol). The reagents and catalysts are Cl[Pd]([P](C1=CC=CC=C1)(C2=CC=CC=C2)C3=CC=CC=C3)([P](C4=CC=CC=C4)(C5=CC=CC=C5)C6=CC=CC=C6)Cl (bis(triphenylphosphine)palladium(II) dichloride). Run in C(C)(=O)OCC (ethyl acetate), CN(C=O)C (dimethylformamide). Run at temperature 75 celsius, time 2 hour. The product is CN1N=CC=C1C1=CC=C(C=C1)C(F)(F)F (1-Methyl-5-[4-(trifluoromethyl)phenyl]-1H-pyrazole). The yield is 110.4%. Reaction SMILES: [CH3:1][N:2]1[C:6](B2OC(C)(C)C(C)(C)O2)=[CH:5][CH:4]=[N:3]1.I[C:17]1[CH:22]=[CH:21][C:20]([C:23]([F:26])([F:25])[F:24])=[CH:19][CH:18]=1.C(=O)([O-])[O-].[K+].[K+].C(O)C>C(OCC)(=O)C.Cl[Pd](Cl)([P](C1C=CC=CC=1)(C1C=CC=CC=1)C1C=CC=CC=1)[P](C1C=CC=CC=1)(C1C=CC=CC=1)C1C=CC=CC=1.CN(C)C=O>[CH3:1][N:2]1[C:6]([C:17]2[CH:22]=[CH:21][C:20]([C:23]([F:26])([F:25])[F:24])=[CH:19][CH:18]=2)=[CH:5][CH:4]=[N:3]1 |f:2.3.4,^1:44,63|. Procedure: Under a nitrogen atmosphere, a mixture of 1-methyl-5-(4,4,5,5-tetramethyl-1,3,2-dioxaborolan-2-yl)-1H-pyrazole (4.00 g), 4-iodobenzotrifluoride (4.03 g), bis(triphenylphosphine)palladium(II) dichloride (312 mg), potassium carbonate (2.65 g), ethanol (10 mL) and dimethylformamide (20 mL) was stirred at 75° C. for 2 hours. Thereafter, the reaction solution was diluted with ethyl acetate, and was then washed with water. The organic layer was dried over anhydrous magnesium sulfate, and was then conc... Starting materials: CC(C(=O)OCC)C(C)=O (Ethyl 2-methyl-3-oxobutanoate), [H-].[Na+] (sodium hydride), C(C=C)Br (allyl bromide), C(CCC)[Li] (n-butyllithium). Run in O1CCCC1 (tetrahydrofuran). Yields the product CC(C(=O)OCC)C(CCC=C)=O (Ethyl 2-methyl-3-oxohept-6-enoate). Isolated yield 58.9%. As a reaction SMILES: [CH3:1][CH:2]([C:8](=[O:10])[CH3:9])[C:3]([O:5][CH2:6][CH3:7])=[O:4].[H-].[Na+].[CH2:13]([Li])[CH2:14][CH2:15]C.C(Br)C=C>O1CCCC1>[CH3:1][CH:2]([C:8](=[O:10])[CH2:9][CH2:15][CH:14]=[CH2:13])[C:3]([O:5][CH2:6][CH3:7])=[O:4] |f:1.2|. Procedure details: Ethyl 2-methyl-3-oxobutanoate (10 mL, 70.7 mmol) was added dropwise to an anhydrous tetrahydrofuran suspension of sodium hydride (2.83 g, 74.2 mmol) with stirring under ice cooling. The mixture was stirred for 15 minutes in this bath. Then, n-butyllithium (1.59 M hexane solution, 45.3 mL, 72.1 mmol) was added dropwise thereto, and the mixture was further stirred for 30 minutes. Then, allyl bromide (6.73 mL, 77.7 mmol) was added dropwise thereto. After removal of the ice bath, the mixture was sti... Reactants: C(CCl)Cl (EDC), NCCCOCCOCCOCCCNC(OC(C)(C)C)=O (tert-butyl 3-(2-(2-(3-aminopropoxy)ethoxy)ethoxy)propylcarbamate), N(=[N+]=[N-])CC(=O)O (2-azidoacetic acid), C(=O)(O)[O-].[Na+] (NaHCO3). Solvent: CN(C)C=O (DMF). Conditions: time 3 hour. The product is N(=[N+]=[N-])CC(NCCCOCCOCCOCCCNC(OCCCC)=O)=O (Butyl 1-azido-2-oxo-7,10,13-trioxa-3-azahexadecan-16-ylcarbamate). Yield: 64.4%. As a reaction SMILES: [NH2:1][CH2:2][CH2:3][CH2:4][O:5][CH2:6][CH2:7][O:8][CH2:9][CH2:10][O:11][CH2:12][CH2:13][CH2:14][NH:15][C:16](=[O:22])[O:17][C:18]([CH3:21])(C)C.[N:23]([CH2:26][C:27]([OH:29])=O)=[N+:24]=[N-:25].C([O-])(O)=O.[Na+].[CH2:35](Cl)[CH2:36]Cl>CN(C=O)C>[N:23]([CH2:26][C:27](=[O:29])[NH:1][CH2:2][CH2:3][CH2:4][O:5][CH2:6][CH2:7][O:8][CH2:9][CH2:10][O:11][CH2:12][CH2:13][CH2:14][NH:15][C:16](=[O:22])[O:17][CH2:18][CH2:21][CH2:35][CH3:36])=[N+:24]=[N-:25] |f:2.3|. Reported procedure: To a 25 mL round bottomed flask equipped with a magnetic stir bar, rubber septum, and argon inlet containing tert-butyl 3-(2-(2-(3-aminopropoxy)ethoxy)ethoxy)propylcarbamate (amine, 160 mg, 0.5 mmol), 2-azidoacetic acid (56 mg, 0.55 mmol, in 50% DCM solution), NaHCO3 (168 mg, 2 mmol), and 1 mL DMF was added EDC (115 mg, 0.6 mmol). The mixture was stirred at rt for 3 h and concentrated in vacuo. The crude product was purified by silica chromatography (gradient 5% to 90% EtOAc in hexane) to afford...